Dataset: the Open Reaction Database (ORD), a public repository of structured organic reaction records. Task: describe an organic reaction: reactants, conditions, products, and yield Starting materials: CCOC(=O)C=C(c1ccccc1)c1ccc(Br)cc1, C#CCN(C)C, ClCCl, [Cu]I, Cl[Pd]Cl, c1ccc(P(c2ccccc2)c2ccccc2)cc1, c1ccc(P(c2ccccc2)c2ccccc2)cc1. Yields the product CCOC(=O)C=C(c1ccccc1)c1ccc(C#CCN(C)C)cc1. As a reaction SMILES: [CH2:1]([CH3:2])[O:3][C:4]([CH:5]=[C:6]([c:7]1[cH:8][cH:9][cH:10][cH:11][cH:12]1)[c:13]1[cH:14][cH:15][c:16]([Br:19])[cH:17][cH:18]1)=[O:20].[CH3:21][N:22]([CH2:23][C:24]#[CH:25])[CH3:26].[Cl:70][CH2:71][Cl:72].[Cu:68][I:69].[Pd:27]([Cl:28])[Cl:29].[c:30]1([P:31]([c:32]2[cH:33][cH:34][cH:35][cH:36][cH:37]2)[c:38]2[cH:39][cH:40][cH:41][cH:42][cH:43]2)[cH:44][cH:45][cH:46][cH:47][cH:48]1.[c:49]1([P:50]([c:51]2[cH:52][cH:53][cH:54][cH:55][cH:56]2)[c:57]2[cH:58][cH:59][cH:60][cH:61][cH:62]2)[cH:63][cH:64][cH:65][cH:66][cH:67]1>>[CH2:1]([CH3:2])[O:3][C:4]([CH:5]=[C:6]([c:7]1[cH:8][cH:9][cH:10][cH:11][cH:12]1)[c:13]1[cH:14][cH:15][c:16]([C:25]#[C:24][CH2:23][N:22]([CH3:21])[CH3:26])[cH:17][cH:18]1)=[O:20].